This data is from the Open Reaction Database (ORD), a public repository of structured organic reaction records. The task is: describe an organic reaction: reactants, conditions, products, and yield Reaction SMILES: [CH3:1][O-:2].[CH3:39][C:40](=[O:41])[OH:42].[CH3:4][OH:5].[Cl:6][c:7]1[c:8]([CH2:9][c:10]2[s:11][c:12]3[n:13][c:14]([S:30]([CH3:31])(=[O:32])=[O:33])[n:15][c:16]([NH:19][c:20]4[cH:21][cH:22][c:23]([C:26]([F:27])([F:28])[F:29])[cH:24][cH:25]4)[c:17]3[n:18]2)[c:34]([Cl:38])[cH:35][cH:36][cH:37]1.[Na+:3]>>[CH3:1][O:2][c:14]1[n:13][c:12]2[s:11][c:10]([CH2:9][c:8]3[c:7]([Cl:6])[cH:37][cH:36][cH:35][c:34]3[Cl:38])[n:18][c:17]2[c:16]([NH:19][c:20]2[cH:21][cH:22][c:23]([C:26]([F:27])([F:28])[F:29])[cH:24][cH:25]2)[n:15]1. Reactants: C[O-], CC(=O)O, CO, CS(=O)(=O)c1nc(Nc2ccc(C(F)(F)F)cc2)c2nc(Cc3c(Cl)cccc3Cl)sc2n1, [Na+]. Product: COc1nc(Nc2ccc(C(F)(F)F)cc2)c2nc(Cc3c(Cl)cccc3Cl)sc2n1. Solvent: Cl (HCl), O (water), Cl (HCl), O (water). Yields the product Cl.N(N)C=1C=CC(=C(C(=O)O)C1)Cl (5-Hydrazino-2-chlorobenzoic acid hydrochloride). RXN SMILES: [N:1]([O-])=O.[Na+].[NH2:5][C:6]1[CH:7]=[CH:8][C:9]([Cl:15])=[C:10]([CH:14]=1)[C:11]([OH:13])=[O:12].Cl[Sn]Cl>O.Cl>[ClH:15].[NH:5]([C:6]1[CH:7]=[CH:8][C:9]([Cl:15])=[C:10]([CH:14]=1)[C:11]([OH:13])=[O:12])[NH2:1] |f:0.1,6.7|. Starting materials: Cl[Sn]Cl (SnCl2), NC=1C=CC(=C(C(=O)O)C1)Cl (5-amino-2-chlorobenzoic acid), N(=O)[O-].[Na+] (NaNO2). The yield is 123.1%. Run at temperature -3 celsius, time 2 hour. Procedure: A solution of 2.11 g of NaNO2 in 40 ml of water is added over 30 minutes to a suspension, cooled to -2° C., of 5 g of 5-amino-2-chlorobenzoic acid in 50 ml of concentrated HCl. The solution is stirred for 2 hours at -3° C. and cooled to -10° C., and a solution of 23 g of SnCl2 ·2H2O in 20 ml of concentrated HCl and 20 ml of water is added over 30 minutes. The mixture is stirred for one and a half hours at 0° C. and filtered, and the precipitate is dried to obtain 4 g of expected product. Starting materials: N1=CC=CC2=CC=C3C=CC=NC3=C12 (1,10-phenanthroline), C(C1=CC=CC=C1)=CC(=O)/C=C/C1=CC=CC=C1 (trans-dibenzylideneacetone), C([O-])([O-])=O.[Cs+].[Cs+] (cesium carbonate), N1=C(C=CC=C1)C=1N=CNC1 (4-(2-pyridyl)imidazole), IC=1C=C(C#N)C=CC1 (3-iodobenzonitrile). The solvent is C=1(C(=CC=CC1)C)C (ortho-xylene), ClCCl (dichloromethane). Reaction conditions: temperature 120 celsius. Yields the product N1=C(C=CC=C1)C=1N=CN(C1)C1=CC(=CC=C1)C#N (4-(2-pyridyl)-1-(3-cyanophenyl)-1H-imidazole). The yield is 8.3%. RXN SMILES: N1C2C(=CC=C3C=2N=CC=C3)C=CC=1.C(=CC(/C=C/C1C=CC=CC=1)=O)C1C=CC=CC=1.C(=O)([O-])[O-].[Cs+].[Cs+].[N:39]1[CH:44]=[CH:43][CH:42]=[CH:41][C:40]=1[C:45]1[N:46]=[CH:47][NH:48][CH:49]=1.I[C:51]1[CH:52]=[C:53]([CH:56]=[CH:57][CH:58]=1)[C:54]#[N:55]>C1(C)C(C)=CC=CC=1.ClCCl>[N:39]1[CH:44]=[CH:43][CH:42]=[CH:41][C:40]=1[C:45]1[N:46]=[CH:47][N:48]([C:51]2[CH:58]=[CH:57][CH:56]=[C:53]([C:54]#[N:55])[CH:52]=2)[CH:49]=1 |f:2.3.4|. Procedure: To a flame dried, argon purged screw-cap vial, containing copper (I) triflate.benzene complex (0.01 g, 0.03 mmol), 1,10-phenanthroline (0.10 g, 0.54 mmol), trans-dibenzylideneacetone (0.01 g, 0.03 mmol) and cesium carbonate (0.20g, 0.60 mmol) was added a solution of 4-(2-pyridyl)imidazole (0.08 g, 0.54 mmol) and 3-iodobenzonitrile (0.19 g, 0.82 mmol) in ortho-xylene (2 mL). The resulting brownish black reaction mixture was heated overnight at 120° C. After cooling, the reaction mixture was dilut...